This data is from the Open Reaction Database (ORD), a public repository of structured organic reaction records. The task is: describe an organic reaction: reactants, conditions, products, and yield Reactants: S(=O)([O-])[O-].[Na+].[Na+] (sodium sulfite), CC[C@@H]1CN2CC[C@@H]1C[C@@H]2[C@@H](C3=C4C=C(C=CC4=NC=C3)OC)OC5=NN=C(C6=CC=CC=C65)O[C@@H]([C@H]7C[C@@H]8CCN7C[C@@H]8CC)C9=C1C=C(C=CC1=NC=C9)OC ((DHQ)2 -PHAL), olefin, CC1=CC=C(C=C1)S(=O)(=O)[N-]Cl.O.O.O.[Na+] (Chloramine-T trihydrate), K2OsO2 (OH)4, CC=1C=CC(=CC1)S(=O)(=O)N (p-toluenesulfonamide). Solvent: C(C)#N.O (acetonitrile water), C(C)#N.O (acetonitrile water), C(C)#N (acetonitrile), O (water). Yields the product CC=1C=CC(=CC1)S(=O)(=O)NCl (Chloramine-T). As a reaction SMILES: CC[C@H]1[C@H]2C[C@H]([C@H](OC3C4C(=CC=CC=4)C(O[C@H](C4C=CN=C5C=4C=C(OC)C=C5)[C@@H]4N5C[C@H](CC)[C@@H](CC5)C4)=NN=3)C3C=CN=C4C=3C=C(OC)C=C4)N(CC2)C1.[CH3:59][C:60]1[CH:65]=[CH:64][C:63]([S:66]([N-:69][Cl:70])(=[O:68])=[O:67])=[CH:62][CH:61]=1.O.O.O.[Na+].S([O-])([O-])=O.[Na+].[Na+].CC1C=CC(S(N)(=O)=O)=CC=1>C(#N)C.O.C(#N)C.O>[CH3:59][C:60]1[CH:65]=[CH:64][C:63]([S:66]([NH:69][Cl:70])(=[O:68])=[O:67])=[CH:62][CH:61]=1 |f:1.2.3.4.5,6.7.8,12.13|. Procedure details: General procedure 1 (FIG. 4): Catalytic asymmetric aminohydroxylation in 1:1 acetonitrile/water (used for synthesis of compounds 2, 5, 6, 7, 8 or 9). To a stirred solution of (DHQ)2 -PHAL (0.11 g, 0.14 mmol, 5 mol %) in 20 mL of acetonitrile and 20 mL of water, in any convenient-sized glass vessel or vial, was added desired olefin (all commercially available from Aldrich, FIG. 4, 2.8 mmol), Chloramine-T trihydrate (2.42 g, 8.4 mmol, 3 eq) and K2OsO2 (OH)4 (41.6 mg, 0.112 mmol, 4 mol %). As the r... Starting materials: COC=1C=C2C(CC(C2=CC1OC)=O)C1=CC=CC=C1 (2,3-Dihydro-5,6-dimethoxy-3-phenyl-1H-inden-1-one), [BH4-].[Na+] (NaBH4), C(C)O (ethanol), O (H2O). The solvent is C(C)OCC (diethylether), CCCCCC.C(Cl)Cl (hexane CH2Cl2), CS(=O)C (DMSO). Conditions: time 24 hour. Product: COC=1C=C2C(=CCC2=CC1OC)C1=CC=CC=C1 (5,6-dimethoxy-3-phenyl-1H-indene), solid. Isolated yield 65.2%. Reaction SMILES: [CH3:1][O:2][C:3]1[CH:4]=[C:5]2[C:9](=[CH:10][C:11]=1[O:12][CH3:13])[C:8](=O)[CH2:7][CH:6]2[C:15]1[CH:20]=[CH:19][CH:18]=[CH:17][CH:16]=1.[BH4-].[Na+].C(O)C.O>C(OCC)C.CS(C)=O.CCCCCC.C(Cl)Cl>[CH3:1][O:2][C:3]1[CH:4]=[C:5]2[C:9](=[CH:10][C:11]=1[O:12][CH3:13])[CH2:8][CH:7]=[C:6]2[C:15]1[CH:20]=[CH:19][CH:18]=[CH:17][CH:16]=1 |f:1.2,7.8|. Procedure: 2,3-Dihydro-5,6-dimethoxy-3-phenyl-1H-inden-1-one (8.010 g, 29.85 mmol) and NaBH4 (1.355 g, 35.82 mmol) were stirred in diethylether (100 mL) at 0° C. as ethanol (100 mL) was added slowly. The mixture was allowed to stir at room temperature for 24 hours. The mixture was then poured onto crushed ice and then washed with diethylether (3×100 mL). The organic fractions were then dried over MgSO4, filtered, and the volatile components were removed under vacuum resulting in the isolation of a yellow s... Starting materials: C1CCOC1, COC(=O)c1ccc2c(c1)C(=O)N(Cc1ccccc1)C2, CO, Cl, O. Yields the product O=C(O)c1ccc2c(c1)C(=O)N(Cc1ccccc1)C2. Reaction SMILES: [CH2:23]1[O:24][CH2:25][CH2:26][CH2:27]1.[CH2:2]([c:3]1[cH:4][cH:5][cH:6][cH:7][cH:8]1)[N:9]1[CH2:10][c:11]2[cH:12][cH:13][c:14]([C:19](=[O:20])[O:21][CH3:22])[cH:15][c:16]2[C:17]1=[O:18].[CH3:29][OH:30].[ClH:28].[OH2:1]>>[CH2:2]([c:3]1[cH:4][cH:5][cH:6][cH:7][cH:8]1)[N:9]1[CH2:10][c:11]2[cH:12][cH:13][c:14]([C:19](=[O:20])[OH:21])[cH:15][c:16]2[C:17]1=[O:18]. The reactants are C(C1=CC=CC=C1)(=O)C1=[N+](C2=CC=CC=C2[N+](=C1CBr)[O-])[O-] (2-benzoyl-3-bromomethylquinoxaline 1,4-dioxide), O (water). Conditions: temperature 25 celsius. Product: C(C1=CC=CC=C1)(=O)C1=[N+](C2=CC=CC=C2[N+](=C1CO)[O-])[O-] (2-benzoyl-3-hydroxymethylquinoxaline 1,4-dioxide). Yield: 59.0%. Reaction SMILES: [C:1]([C:9]1[C:18]([CH2:19]Br)=[N+:17]([O-:21])[C:16]2[C:11](=[CH:12][CH:13]=[CH:14][CH:15]=2)[N+:10]=1[O-:22])(=[O:8])[C:2]1[CH:7]=[CH:6][CH:5]=[CH:4][CH:3]=1.[OH2:23]>>[C:1]([C:9]1[C:18]([CH2:19][OH:23])=[N+:17]([O-:21])[C:16]2[C:11](=[CH:12][CH:13]=[CH:14][CH:15]=2)[N+:10]=1[O-:22])(=[O:8])[C:2]1[CH:7]=[CH:6][CH:5]=[CH:4][CH:3]=1. Procedure: A stirred slurry of 10.0 g (0.028 mol.) of 2-benzoyl-3-bromomethylquinoxaline 1,4-dioxide in 1,000 ml. of water was heated under reflux for 18 hours. The hot reaction mixture was filtered, and the filtrate was allowed to cool to 25° C. The solid which precipitated was collected by filtration to provide a first crop of crude product. The aqueous filtrate was extracted with dichloromethane, which was then dried and evaporated in vacuo, to provide a second crop of crude product. The combined crude ... Reactants: C(C)C=1C(=NC(=CN1)CC)N[C@H]1[C@H](CC2=CC=CC=C12)O ((1R,2S)-1-[(3,6-diethylpyrazin-2-yl)amino]-2,3-dihydro-1H-inden-2-ol), S1C=CC2=C1CCCC2N (4,5,6,7-tetrahydro-1-benzothiophen-4-amine). The product is C(C)C=1C(=NC(=CN1)CC)NC1CCCC2=C1C=CS2 (3,6-diethyl-N-(4,5,6,7-tetrahydro-1-benzothien-4-yl)pyrazin-2-amine). RXN SMILES: [CH2:1]([C:3]1[C:4]([NH:11][C@@H:12]2[C:20]3[C:15](=[CH:16][CH:17]=[CH:18][CH:19]=3)[CH2:14][C@@H]2O)=[N:5][C:6]([CH2:9][CH3:10])=[CH:7][N:8]=1)[CH3:2].[S:22]1C2CCCC(N)C=2C=C1>>[CH2:1]([C:3]1[C:4]([NH:11][CH:12]2[C:20]3[CH:15]=[CH:14][S:22][C:19]=3[CH2:18][CH2:17][CH2:16]2)=[N:5][C:6]([CH2:9][CH3:10])=[CH:7][N:8]=1)[CH3:2]. Procedure details: Following the procedure for the preparation of (1R,2S)-1-[(3,6-diethylpyrazin-2-yl)amino]-2,3-dihydro-1H-inden-2-ol but substituting 4,5,6,7-tetrahydro-1-benzothiophen-4-amine and making non-critical variations provided the title compound as a oil: 1H NMR (400 MHz, CDCl3) δ 7.67 (s, 1H), 7.10 (d, J=5.2 Hz, 1H), 6.93 (d, J=5.2 Hz, 1H), 5.40 (m, 1H), 4.50 (bs, 1H), 2.83 (m, 2H), 2.66 (q, J=7.5 Hz, 2H), 2.56 (q, J=7.5 Hz, 2H), 2.10 (m, 1H), 1.96 (m, 3H), 1.29 (m, 6H); (MS/CI) calcd for C16H21N3S+H ... Reactants: [Na] (sodium), C(C)N1C(CC2=CC(=CC=C12)C(C1=CC=CC=C1)=O)=O (1-ethyl-5-benzoyloxindole), C(C)O (ethanol), C(OCC)(OCC)=O (diethyl carbonate). Solvent: [Cl-].[Na+].O (brine), C(Cl)Cl (methylene chloride). Run at temperature 65 celsius. Yields the product C(C)N1C(C(C2=CC(=CC=C12)C(C1=CC=CC=C1)=O)C(=O)OCC)=O (ethyl 1-ethyl-5-benzoyloxindole-3-carboxylate). As a reaction SMILES: [Na].C(O)C.[C:5](=[O:12])([O:9][CH2:10][CH3:11])OCC.[CH2:13]([N:15]1[C:23]2[C:18](=[CH:19][C:20]([C:24](=[O:31])[C:25]3[CH:30]=[CH:29][CH:28]=[CH:27][CH:26]=3)=[CH:21][CH:22]=2)[CH2:17][C:16]1=[O:32])[CH3:14]>[Cl-].[Na+].O.C(Cl)Cl>[CH2:13]([N:15]1[C:23]2[C:18](=[CH:19][C:20]([C:24](=[O:31])[C:25]3[CH:30]=[CH:29][CH:28]=[CH:27][CH:26]=3)=[CH:21][CH:22]=2)[CH:17]([C:5]([O:9][CH2:10][CH3:11])=[O:12])[C:16]1=[O:32])[CH3:14] |f:4.5.6,^1:0|. Procedure details: To a solution of 1.89 g. of sodium metal in 55 ml. of ethanol cooled to 0° C. was added 9.96 ml. of diethyl carbonate followed by 6.5 g. (27.43 mmoles) of 1-ethyl-5-benzoyloxindole. After heating for 2 hours at 65° C. on an oil bath, the reaction mixture was poured into a cold mixture of 250 ml. 1N hydrochloric, 250 ml. of a saturated brine solution and 200 ml. of methylene chloride. The organic phase was separated, dried and concentrated in vacuo. The excess diethylcarbonate was removed under h... Starting materials: FC1=CC=C(C=C1)S(=O)(=O)OC1=CC2=C(N=C(N2)NC(=O)OC)C=C1 (Methyl 5-(4-fluorophenylsulfonyloxy)benzimidazole-2-carbamate), N#CBr (cyanogen bromide). Solvent: CO (methanol). Yields the product NC=1NC2=C(N1)C=CC(=C2)OS(=O)(=O)C2=CC=C(C=C2)F (2-Amino-5-(4-fluorophenylsulfonyloxy)benzimidazole). As a reaction SMILES: [F:1][C:2]1[CH:7]=[CH:6][C:5]([S:8]([O:11][C:12]2[CH:25]=[CH:24][C:15]3[N:16]=[C:17]([NH:19]C(OC)=O)[NH:18][C:14]=3[CH:13]=2)(=[O:10])=[O:9])=[CH:4][CH:3]=1.N#CBr>CO>[NH2:19][C:17]1[NH:18][C:14]2[CH:13]=[C:12]([O:11][S:8]([C:5]3[CH:6]=[CH:7][C:2]([F:1])=[CH:3][CH:4]=3)(=[O:9])=[O:10])[CH:25]=[CH:24][C:15]=2[N:16]=1. Reported procedure: 14.1 g of 1,2-diamino-4-(4-fluorophenylsulfonyloxy)benzene (see Example 1) and 5.8 g of cyanogen bromide in 150 ml of methanol are heated to reflux for 6 h, then the mixture is cooled and concentrated. The residue is dissolved in water, and ammonia is added with cooling. The precipitated 2-aminobenzimidazole derivative is filtered off with suction, washed with water, dried and recrystallized from ethyl acetate and diisopropyl ether, with the addition of active charcoal; melting point 192° C. Starting materials: CCOCc1nc2cnc3ccc(OCc4ccccc4)cc3c2n1CC(C)(C)N(C(=O)[O-])C(C)(C)C, CCO, Cl. Yields the product CCOCc1nc2cnc3ccc(OCc4ccccc4)cc3c2n1CC(C)(C)N. RXN SMILES: [C:2]([N:6]([C:3](=[O:4])[O-:5])[C:10]([CH2:11][n:12]1[c:13]([CH2:33][O:34][CH2:35][CH3:36])[n:14][c:15]2[cH:16][n:17][c:18]3[cH:19][cH:20][c:21]([O:25][CH2:26][c:27]4[cH:28][cH:29][cH:30][cH:31][cH:32]4)[cH:22][c:23]3[c:24]12)([CH3:37])[CH3:38])([CH3:7])([CH3:8])[CH3:9].[CH3:39][CH2:40][OH:41].[ClH:1]>>[NH2:6][C:10]([CH2:11][n:12]1[c:13]([CH2:33][O:34][CH2:35][CH3:36])[n:14][c:15]2[cH:16][n:17][c:18]3[cH:19][cH:20][c:21]([O:25][CH2:26][c:27]4[cH:28][cH:29][cH:30][cH:31][cH:32]4)[cH:22][c:23]3[c:24]12)([CH3:37])[CH3:38]. Starting materials: C(C1=CC=CC=C1)C1CCN(CC1)CCCC1=NC2=C(N1CCC#N)C=CC=C2 (3-{2-[3-(4-benzyl-piperidin-1-yl)-propyl]-benzoimidazol-1-yl}-propionitrile), [Na] (sodium), CO (methanol), C(C)(=O)OCC (ethyl acetate). Solvent: C(C)N(CC)CC (triethylamine), C(C)(C)O (isopropanol), C(C)(C)O (isopropanol), C([O-])(O)=O.[Na+] (sodium bicarbonate). Product: C(C1=CC=CC=C1)C1CC2CCC(C1)N2CCCC2=NC1=C(N2)C=CC=C1 (2-[3-(3-Benzyl-8-aza-bicyclo[3.2.1]oct-8-yl)-propyl]-1H-benzimidazole). Reaction SMILES: [CH2:1]([CH:8]1[CH2:13][CH2:12][N:11]([CH2:14][CH2:15][CH2:16][C:17]2[N:21](CCC#N)[C:20]3[CH:26]=[CH:27][CH:28]=[CH:29][C:19]=3[N:18]=2)[CH2:10][CH2:9]1)[C:2]1[CH:7]=[CH:6][CH:5]=[CH:4][CH:3]=1.[Na].[C:31](OCC)(=O)[CH3:32].CO>C(O)(C)C.C(=O)(O)[O-].[Na+].C(N(CC)CC)C>[CH2:1]([CH:8]1[CH2:13][CH:12]2[N:11]([CH2:14][CH2:15][CH2:16][C:17]3[NH:21][C:20]4[CH:26]=[CH:27][CH:28]=[CH:29][C:19]=4[N:18]=3)[CH:10]([CH2:31][CH2:32]2)[CH2:9]1)[C:2]1[CH:3]=[CH:4][CH:5]=[CH:6][CH:7]=1 |f:5.6,^1:29|. Procedure: A mixture of 0.4 g of 3-{2-[3-(4-benzyl-piperidin-1-yl)-propyl]-benzoimidazol-1-yl}-propionitrile, 20 mL of isopropanol and 2 mL of 0.4 M sodium in isopropanol was heated to reflux for 2 h. Conversion was complete by TLC (80:20:1 ethyl acetate:methanol:triethylamine). The mixture was cooled, diluted with 10 mL of saturated sodium bicarbonate and concentrated. The residue was partitioned between 3×100 mL of chloroform and 50 mL of water. After drying over magnesium sulfate and concentration under... Reactants: O (Water), solution, [OH-].[Na+] (sodium hydroxide), Cl (hydrochloric acid), C(C(C)C)OC1=C(C=CC(=C1)OCC(C)C)C(C=1C=CC(=C(C1)CCC(=O)OCC)OCC(C)C)NS(=O)(=O)C (ethyl 3-(5-{(2,4-diisobutoxyphenyl)[(methylsulfonyl)-amino]methyl}-2-isobutoxyphenyl)propanoate). The solvent is C(Cl)(Cl)Cl (chloroform), C(C)O (ethanol). Reaction conditions: time 1 hour. Yields the product C(C(C)C)OC1=C(C=CC(=C1)OCC(C)C)C(C=1C=CC(=C(C1)CCC(=O)O)OCC(C)C)NS(=O)(=O)C (3-(5-{(2,4-diisobutoxyphenyl)[(methylsulfonyl)amino]methyl}-2-isobutoxyphenyl)propanoic acid). Yield: 76.7%. As a reaction SMILES: [CH2:1]([O:5][C:6]1[CH:11]=[C:10]([O:12][CH2:13][CH:14]([CH3:16])[CH3:15])[CH:9]=[CH:8][C:7]=1[CH:17]([NH:36][S:37]([CH3:40])(=[O:39])=[O:38])[C:18]1[CH:19]=[CH:20][C:21]([O:31][CH2:32][CH:33]([CH3:35])[CH3:34])=[C:22]([CH2:24][CH2:25][C:26]([O:28]CC)=[O:27])[CH:23]=1)[CH:2]([CH3:4])[CH3:3].[OH-].[Na+].O.Cl>C(O)C.C(Cl)(Cl)Cl>[CH2:1]([O:5][C:6]1[CH:11]=[C:10]([O:12][CH2:13][CH:14]([CH3:16])[CH3:15])[CH:9]=[CH:8][C:7]=1[CH:17]([NH:36][S:37]([CH3:40])(=[O:39])=[O:38])[C:18]1[CH:19]=[CH:20][C:21]([O:31][CH2:32][CH:33]([CH3:34])[CH3:35])=[C:22]([CH2:24][CH2:25][C:26]([OH:28])=[O:27])[CH:23]=1)[CH:2]([CH3:3])[CH3:4] |f:1.2|. Reported procedure: In 7 ml of ethanol is dissolved 1.26 g of ethyl 3-(5-{(2,4-diisobutoxyphenyl)[(methylsulfonyl)-amino]methyl}-2-isobutoxyphenyl)propanoate, to which is added 1.3 ml of 5 mol/L solution of sodium hydroxide. The mixture is stirred at ambient temperature for one hour. Water and chloroform are added to the reaction mixture, pH is adjusted to 2 with 6 mol/L hydrochloric acid, and the organic layer is separated. The organic layer is washed with water and saturated aqueous solution of sodium chloride su...